describe an organic reaction: reactants, conditions, products, and yield From a dataset of the Open Reaction Database (ORD), a public repository of structured organic reaction records. Yields the product CCn1c(=O)c(-c2cc(OC)cc(OC)c2)cc2cnc(Nc3ccncc3)nc21. As a reaction SMILES: [CH3:9][S:10][c:11]1[n:12][cH:13][c:14]2[c:15]([n:16]1)[n:17]([CH2:32][CH3:33])[c:18](=[O:31])[c:19](-[c:21]1[cH:22][c:23]([O:29][CH3:30])[cH:24][c:25]([O:27][CH3:28])[cH:26]1)[cH:20]2.[LiH:8].[NH2:1][c:2]1[cH:3][cH:4][n:5][cH:6][cH:7]1>>[NH:1]([c:2]1[cH:3][cH:4][n:5][cH:6][cH:7]1)[c:11]1[n:12][cH:13][c:14]2[c:15]([n:16]1)[n:17]([CH2:32][CH3:33])[c:18](=[O:31])[c:19](-[c:21]1[cH:22][c:23]([O:29][CH3:30])[cH:24][c:25]([O:27][CH3:28])[cH:26]1)[cH:20]2. Starting materials: CCn1c(=O)c(-c2cc(OC)cc(OC)c2)cc2cnc(SC)nc21, [LiH], Nc1ccncc1. The reactants are C(C1=CC=CC=C1)N1N=C(C(=C1)CO)OCC1=CC(=C(C=C1)OCC=1N=C(OC1C)C=1OC=CC1)OCOC ({1-benzyl-3-([4-{[2-(2-furyl)-5-methyl-1,3-oxazol-4-yl]methoxy}-3-(methoxymethoxy)benzyl]oxy)-1H-pyrazol-4-yl}methanol). The reagents and catalysts are [O-2].[O-2].[Mn+4] (manganese dioxide). The solvent is O1CCCC1 (tetrahydrofuran). Reaction conditions: time 15 hour. Yields the product C(C1=CC=CC=C1)N1N=C(C(=C1)C=O)OCC1=CC(=C(C=C1)OCC=1N=C(OC1C)C=1OC=CC1)OCOC (1-benzyl-3-([4-{[2-(2-furyl)-5-methyl-1,3-oxazol-4-yl]methoxy}-3-(methoxymethoxy)benzyl]oxy)-1H-pyrazole-4-carbaldehyde). Yield: 87.8%. As a reaction SMILES: [CH2:1]([N:8]1[CH:12]=[C:11]([CH2:13][OH:14])[C:10]([O:15][CH2:16][C:17]2[CH:22]=[CH:21][C:20]([O:23][CH2:24][C:25]3[N:26]=[C:27]([C:31]4[O:32][CH:33]=[CH:34][CH:35]=4)[O:28][C:29]=3[CH3:30])=[C:19]([O:36][CH2:37][O:38][CH3:39])[CH:18]=2)=[N:9]1)[C:2]1[CH:7]=[CH:6][CH:5]=[CH:4][CH:3]=1>[O-2].[O-2].[Mn+4].O1CCCC1>[CH2:1]([N:8]1[CH:12]=[C:11]([CH:13]=[O:14])[C:10]([O:15][CH2:16][C:17]2[CH:22]=[CH:21][C:20]([O:23][CH2:24][C:25]3[N:26]=[C:27]([C:31]4[O:32][CH:33]=[CH:34][CH:35]=4)[O:28][C:29]=3[CH3:30])=[C:19]([O:36][CH2:37][O:38][CH3:39])[CH:18]=2)=[N:9]1)[C:2]1[CH:3]=[CH:4][CH:5]=[CH:6][CH:7]=1 |f:1.2.3|. Procedure details: A mixture of {1-benzyl-3-([4-{[2-(2-furyl)-5-methyl-1,3-oxazol-4-yl]methoxy}-3-(methoxymethoxy)benzyl]oxy)-1H-pyrazol-4-yl}methanol (0.80 g), activated manganese dioxide (2.50 g) and tetrahydrofuran (50 mL) was stirred at room temperature for 15 hrs. Manganese dioxide was removed by filtration and the filtrate was concentrated. The obtained crystals were collected by filtration to give 1-benzyl-3-([4-{[2-(2-furyl)-5-methyl-1,3-oxazol-4-yl]methoxy}-3-(methoxymethoxy)benzyl]oxy)-1H-pyrazole-4-carb... The reactants are [Na].OC=CC#N (sodium 3-hydroxyacrylonitrile), N1CCCC1 (pyrrolidine), S(O)(O)(=O)=O (sulfuric acid). The solvent is C(C)O (ethanol). Conditions: temperature 50 celsius, time 7 hour. The product is N1CC(CC1)C=CC#N (3-pyrrolidine acrylonitrile). Yield: 79.6%. RXN SMILES: [Na].O[CH:3]=[CH:4][C:5]#[N:6].[NH:7]1[CH2:11][CH2:10][CH2:9][CH2:8]1.S(=O)(=O)(O)O>C(O)C>[NH:7]1[CH2:11][CH2:10][CH:9]([CH:3]=[CH:4][C:5]#[N:6])[CH2:8]1 |f:0.1,^1:0|. Procedure details: 32.5 g (0.25 mol) of sodium-3-hydroxyacrylonitrile (content 70%) is added to a mixture of 17.8 g (0.25 mol) of pyrrolidine, 12.3 g (0.125 mol) of sulfuric acid and 200 ml of ethanol, and the mixture is stirred at 50° C. for 7 h. After working up as in Example 50, 24.3 g of 3-pyrrolidine acrylonitrile (79.6%) is obtained. Product: S1C(=NC2=C1C=CC=C2)N2CCN(CC2)CCCCN2CSCC2=O (3-[4-[1-(2-Benzothiazolyl)-4-piperazinyl]butyl]-4-thiazolidinone). As a reaction SMILES: Br[CH2:2][CH2:3][CH2:4][CH2:5][N:6]1[C:10](=[O:11])[CH2:9][S:8][CH2:7]1.[S:12]1[C:16]2[CH:17]=[CH:18][CH:19]=[CH:20][C:15]=2[N:14]=[C:13]1[N:21]1[CH2:26][CH2:25][NH:24][CH2:23][CH2:22]1.C([O-])([O-])=O.[K+].[K+].[Na+].[I-].[Br-]>C(OCC)(=O)C.CO.C(Cl)Cl.C(#N)C>[S:12]1[C:16]2[CH:17]=[CH:18][CH:19]=[CH:20][C:15]=2[N:14]=[C:13]1[N:21]1[CH2:22][CH2:23][N:24]([CH2:2][CH2:3][CH2:4][CH2:5][N:6]2[C:10](=[O:11])[CH2:9][S:8][CH2:7]2)[CH2:25][CH2:26]1 |f:2.3.4,5.6,9.10|. Isolated yield 86.0%. The reactants are BrCCCCN1CSCC1=O (3-(4-bromobutyl)-4-thiazolidinone), S1C(=NC2=C1C=CC=C2)N2CCNCC2 (1-(2-benzothiazolyl)piperazine), C(=O)([O-])[O-].[K+].[K+] (K2CO3), [Na+].[I-] (NaI), [Br-] (bromide). Reported procedure: A mixture of 3-(4-bromobutyl)-4-thiazolidinone (4.00 g), 1-(2-benzothiazolyl)piperazine (4.05 g), K2CO3 (7.01 g), NaI (250 mg) and acetonitrile (160 mL) was heated at 93° (bath temperature) under nitrogen. After 19 h, TLC analysis (silica gel, 5% methanol/methylene chloride) showed the absence of starting bromide and the presence of a major product, Rf =0.26. The reaction mixture was cooled to room temperature, ethyl acetate (100 mL) was added, and the mixture filtered. The filtrate was concentr... Conditions: time 19 hour. Solvent: C(C)#N (acetonitrile), CO.C(Cl)Cl (methanol methylene chloride), C(C)(=O)OCC (ethyl acetate). Procedure: A stirred suspension of 3.0 g of 4-phenyl-2-(1-piperazinyl)quinoline, 1.9 g of ethyl iodide and 1.1 g of sodium carbonate in 30 ml of methyl ethyl ketone was heated under reflux for 12 hours. The reaction mixture was concentrated under reduced pressure. To the residue was added water and the resulting mixture was extracted with ethyl acetate. The dried extracts were concentrated to give an oily residue, which was chromatographed on silica gel (30 g) using chloroform as an eluent. There was obtai... RXN SMILES: [C:1]1([C:7]2[C:16]3[C:11](=[CH:12][CH:13]=[CH:14][CH:15]=3)[N:10]=[C:9]([N:17]3[CH2:22][CH2:21][NH:20][CH2:19][CH2:18]3)[CH:8]=2)[CH:6]=[CH:5][CH:4]=[CH:3][CH:2]=1.[CH2:23](I)[CH3:24].C(=O)([O-])[O-].[Na+].[Na+]>C(C(C)=O)C>[CH2:23]([N:20]1[CH2:19][CH2:18][N:17]([C:9]2[CH:8]=[C:7]([C:1]3[CH:6]=[CH:5][CH:4]=[CH:3][CH:2]=3)[C:16]3[C:11](=[CH:12][CH:13]=[CH:14][CH:15]=3)[N:10]=2)[CH2:22][CH2:21]1)[CH3:24] |f:2.3.4|. Product: C(C)N1CCN(CC1)C1=NC2=CC=CC=C2C(=C1)C1=CC=CC=C1 (2-(4-Ethyl-1-piperazinyl)-4-phenylquinoline). Run in C(C)C(=O)C (methyl ethyl ketone). The reactants are C1(=CC=CC=C1)C1=CC(=NC2=CC=CC=C12)N1CCNCC1 (4-phenyl-2-(1-piperazinyl)quinoline), C(C)I (ethyl iodide), C([O-])([O-])=O.[Na+].[Na+] (sodium carbonate). Yield: 85.1%. Starting materials: Cl, C[Si](C)(C)CCOCn1nc2c(-c3ccc(Cl)cc3)c(-c3ccc(Cl)cc3)c(=O)n(Cc3ccc(C(F)(F)F)cc3)n2c1=O, C1COCCO1. Product: O=c1c(-c2ccc(Cl)cc2)c(-c2ccc(Cl)cc2)c2n[nH]c(=O)n2n1Cc1ccc(C(F)(F)F)cc1. As a reaction SMILES: [ClH:45].[F:1][C:2]([c:3]1[cH:4][cH:5][c:6]([CH2:7][n:8]2[n:9]3[c:10]([c:11](-[c:22]4[cH:23][cH:24][c:25]([Cl:28])[cH:26][cH:27]4)[c:12](-[c:15]4[cH:16][cH:17][c:18]([Cl:21])[cH:19][cH:20]4)[c:13]2=[O:14])[n:29][n:30]([CH2:33][O:34][CH2:35][CH2:36][Si:37]([CH3:38])([CH3:39])[CH3:40])[c:31]3=[O:32])[cH:41][cH:42]1)([F:43])[F:44].[O:46]1[CH2:47][CH2:48][O:49][CH2:50][CH2:51]1>>[F:1][C:2]([c:3]1[cH:4][cH:5][c:6]([CH2:7][n:8]2[n:9]3[c:10]([c:11](-[c:22]4[cH:23][cH:24][c:25]([Cl:28])[cH:26][cH:27]4)[c:12](-[c:15]4[cH:16][cH:17][c:18]([Cl:21])[cH:19][cH:20]4)[c:13]2=[O:14])[n:29][nH:30][c:31]3=[O:32])[cH:41][cH:42]1)([F:43])[F:44]. Reactants: COC1=CC(N(C=C1)C=1SC(=C(N1)C)C(=O)NCC=1C=NC=CC1)=O (2-(4-methoxy-2-oxopyridin-1(2H)-yl)-4-methyl-N-(pyridin-3-ylmethyl)thiazole-5-carboxamide), ClC=1C=C(C(=O)OO)C=CC1 (m-chloroperoxy benzoic acid). Run in ClCCl (dichloromethane), ClCCl (dichloromethane). Conditions: time 24 hour. The product is COC1=CC(N(C=C1)C=1SC(=C(N1)C)C(=O)NCC=1C=[N+](C=CC1)[O-])=O (3-((2-(4-methoxy-2-oxopyridin-1(2H)-yl)-4-methylthiazole-5-carboxamido)methyl)pyridine 1-oxide). Isolated yield 34.0%. Reaction SMILES: [CH3:1][O:2][C:3]1[CH:8]=[CH:7][N:6]([C:9]2[S:10][C:11]([C:15]([NH:17][CH2:18][C:19]3[CH:20]=[N:21][CH:22]=[CH:23][CH:24]=3)=[O:16])=[C:12]([CH3:14])[N:13]=2)[C:5](=[O:25])[CH:4]=1.ClC1C=C(C=CC=1)C(OO)=[O:31]>ClCCl>[CH3:1][O:2][C:3]1[CH:8]=[CH:7][N:6]([C:9]2[S:10][C:11]([C:15]([NH:17][CH2:18][C:19]3[CH:20]=[N+:21]([O-:31])[CH:22]=[CH:23][CH:24]=3)=[O:16])=[C:12]([CH3:14])[N:13]=2)[C:5](=[O:25])[CH:4]=1. Reported procedure: To a stirred solution of 2-(4-methoxy-2-oxopyridin-1(2H)-yl)-4-methyl-N-(pyridin-3-ylmethyl)thiazole-5-carboxamide (0.10 g, 0.28 mmol) in anhydrous dichloromethane (10 mL) was added m-chloroperoxy benzoic acid (0.072 g, 0.42 mmol) at ambient temperature. The reaction mixture was stirred at ambient temperature for 24 hours, diluted with dichloromethane (100 mL), washed with saturated bicarbonate solution (20 mL) and brine (20 mL). The organic layer was dried over sodium sulfate, filtered and conc...